Dataset: the Open Reaction Database (ORD), a public repository of structured organic reaction records. Task: describe an organic reaction: reactants, conditions, products, and yield Reactants: C(C)(=O)SC(C(=O)N1[C@H](C(=O)O)CCC1)C(F)(F)F (1-(2-Acetylthio-3,3,3-trifluoropropanoyl)-L-proline). The solvent is O (water), N (ammonia). Yields the product SC(C(=O)N1[C@H](C(=O)O)CCC1)C(F)(F)F (1-(2-mercapto-3,3,3-trifluoropropanoyl)-L-proline). RXN SMILES: C([S:4][CH:5]([C:16]([F:19])([F:18])[F:17])[C:6]([N:8]1[CH2:15][CH2:14][CH2:13][C@H:9]1[C:10]([OH:12])=[O:11])=[O:7])(=O)C>O.N>[SH:4][CH:5]([C:16]([F:19])([F:17])[F:18])[C:6]([N:8]1[CH2:15][CH2:14][CH2:13][C@H:9]1[C:10]([OH:12])=[O:11])=[O:7]. Reported procedure: 1-(2-Acetylthio-3,3,3-trifluoropropanoyl)-L-proline (4 g.) is dissolved in a mixture of water (8 ml.) and concentrated ammonia (8 ml.) under a blanket of nitrogen. After thirty minutes at room temperature, the reaction mixture is acidified and extracted with ethyl acetate. The organic phase is dried over magnesium sulfate and concentrated to dryness in vacuo to yield 1-(2-mercapto-3,3,3-trifluoropropanoyl)-L-proline. Reactants: CN, Cl, Cc1ccc(C(=O)NC2(c3ccccc3)CC2)cc1-c1cc2c(C(=O)O)c(-c3ccc(F)cc3)oc2cc1[N+](=O)[O-], O=C(O)C(F)(F)F. Yields the product CNC(=O)c1c(-c2ccc(F)cc2)oc2cc([N+](=O)[O-])c(-c3cc(C(=O)NC4(c5ccccc5)CC4)ccc3C)cc12. As a reaction SMILES: [CH3:43][NH2:44].[ClH:42].[F:1][c:2]1[cH:3][cH:4][c:5](-[c:8]2[o:9][c:10]3[c:11]([c:12]2[C:13](=[O:14])[OH:15])[cH:16][c:17](-[c:23]2[c:24]([CH3:41])[cH:25][cH:26][c:27]([C:29]([NH:30][C:31]4([c:34]5[cH:35][cH:36][cH:37][cH:38][cH:39]5)[CH2:32][CH2:33]4)=[O:40])[cH:28]2)[c:18]([N+:20](=[O:21])[O-:22])[cH:19]3)[cH:6][cH:7]1.[F:45][C:46]([F:47])([F:48])[C:49]([OH:50])=[O:51]>>[F:1][c:2]1[cH:3][cH:4][c:5](-[c:8]2[o:9][c:10]3[c:11]([c:12]2[C:13](=[O:15])[NH:44][CH3:43])[cH:16][c:17](-[c:23]2[c:24]([CH3:41])[cH:25][cH:26][c:27]([C:29]([NH:30][C:31]4([c:34]5[cH:35][cH:36][cH:37][cH:38][cH:39]5)[CH2:32][CH2:33]4)=[O:40])[cH:28]2)[c:18]([N+:20](=[O:21])[O-:22])[cH:19]3)[cH:6][cH:7]1. Product: CCc1c(CC=O)cccc1-c1nnc(-c2ccc(OC(C)C)c(Cl)c2)s1. Reaction SMILES: [Cl:1][c:2]1[cH:3][c:4](-[c:12]2[s:13][c:14](-[c:17]3[c:18]([CH2:27][CH3:28])[c:19]([CH:23]=[CH:24][O:25][CH3:26])[cH:20][cH:21][cH:22]3)[n:15][n:16]2)[cH:5][cH:6][c:7]1[O:8][CH:9]([CH3:10])[CH3:11].[ClH:29].[O:31]1[CH2:32][CH2:33][CH2:34][CH2:35]1.[OH2:30]>>[Cl:1][c:2]1[cH:3][c:4](-[c:12]2[s:13][c:14](-[c:17]3[c:18]([CH2:27][CH3:28])[c:19]([CH2:23][CH:24]=[O:25])[cH:20][cH:21][cH:22]3)[n:15][n:16]2)[cH:5][cH:6][c:7]1[O:8][CH:9]([CH3:10])[CH3:11]. Reactants: CCc1c(C=COC)cccc1-c1nnc(-c2ccc(OC(C)C)c(Cl)c2)s1, Cl, C1CCOC1, O. The reactants are [Br-], Cc1cc2c(o1)CN(C)CC2=O, C1CCOC1, Cc1ccc([Mg+])cc1. Yields the product Cc1ccc(C2(O)CN(C)Cc3oc(C)cc32)cc1. Reaction SMILES: [Br-:13].[CH3:1][c:2]1[cH:3][c:4]2[c:5]([o:12]1)[CH2:6][N:7]([CH3:11])[CH2:8][C:9]2=[O:10].[O:22]1[CH2:23][CH2:24][CH2:25][CH2:26]1.[c:14]1([CH3:21])[cH:15][cH:16][c:17]([Mg+:20])[cH:18][cH:19]1>>[CH3:1][c:2]1[cH:3][c:4]2[c:5]([o:12]1)[CH2:6][N:7]([CH3:11])[CH2:8][C:9]2([OH:10])[c:17]1[cH:16][cH:15][c:14]([CH3:21])[cH:19][cH:18]1. As a reaction SMILES: [CH3:1][C@@H:2]1[CH2:7][N:6]([C:8]2[CH:13]=[CH:12][CH:11]=[CH:10][C:9]=2[C:14]([F:17])([F:16])[F:15])[CH2:5][CH2:4][N:3]1[S:18]([C:21]1[CH:26]=[CH:25][C:24]([C:27](=[O:29])[CH3:28])=[CH:23][CH:22]=1)(=[O:20])=[O:19].[Si]([C:34]([F:37])([F:36])[F:35])(C)(C)C.[F-].C([N+](CCCC)(CCCC)CCCC)CCC>C1COCC1.C([O-])(O)=O.[Na+]>[F:35][C:34]([F:37])([F:36])[C:27]([C:24]1[CH:23]=[CH:22][C:21]([S:18]([N:3]2[CH2:4][CH2:5][N:6]([C:8]3[CH:13]=[CH:12][CH:11]=[CH:10][C:9]=3[C:14]([F:16])([F:17])[F:15])[CH2:7][C@H:2]2[CH3:1])(=[O:20])=[O:19])=[CH:26][CH:25]=1)([OH:29])[CH3:28] |f:2.3,5.6|. The solvent is C(=O)(O)[O-].[Na+] (NaHCO3), C1CCOC1 (THF). Procedure details: To a 50 mL flask containing (R)-1-{4-[2-methyl-4-(2-trifluoromethyl-phenyl)-piperazine-1-sulfonyl]-phenyl}-ethanone (200 mg, 0.47 mmol) and 2.34 mL of 0.5 M TMS-CF3, was added 0.47 mL of 1.0 M tetrabutylammonium fluoride in THF at 0° C. After stirring for 4 h, the solution was diluted with saturated NaHCO3, extracted (2×CH2Cl2), washed with brine and dried over Na2SO4, and concentrated under reduced pressure. Purification by flash column chromatography to yield 1,1,1-trifluoro-2-[4-({(2R)-2-meth... The product is FC(C(C)(O)C1=CC=C(C=C1)S(=O)(=O)N1[C@@H](CN(CC1)C1=C(C=CC=C1)C(F)(F)F)C)(F)F (1,1,1-trifluoro-2-[4-({(2R)-2-methyl-4-[2-(trifluoromethyl)phenyl]piperazin-1-yl}sulfonyl)phenyl]propan-2-ol). Starting materials: C[C@H]1N(CCN(C1)C1=C(C=CC=C1)C(F)(F)F)S(=O)(=O)C1=CC=C(C=C1)C(C)=O ((R)-1-{4-[2-methyl-4-(2-trifluoromethyl-phenyl)-piperazine-1-sulfonyl]-phenyl}-ethanone), [Si](C)(C)(C)C(F)(F)F (TMS-CF3), [F-].C(CCC)[N+](CCCC)(CCCC)CCCC (tetrabutylammonium fluoride). The yield is 31.8%. Conditions: time 4 hour. The reactants are OCC1=CC=C(C=C1)C1=CC=CC=2N1N=C(N2)NC(=O)C2CC2 (cyclopropanecarboxylic acid [5-(4-hydroxymethyl-phenyl)-[1,2,4]triazolo[1,5-a]pyridin-2-yl]-amide), P(Br)(Br)Br (phosphorus tribromide). Run in C(Cl)(Cl)Cl (chloroform). Reaction conditions: time 20 hour. The product is BrCC1=CC=C(C=C1)C1=CC=CC=2N1N=C(N2)NC(=O)C2CC2 (Cyclopropanecarboxylic acid [5-(4-bromomethyl-phenyl)-[1,2,4]triazolo[1,5-a]pyridin-2-yl]-amide). Reaction SMILES: O[CH2:2][C:3]1[CH:8]=[CH:7][C:6]([C:9]2[N:14]3[N:15]=[C:16]([NH:18][C:19]([CH:21]4[CH2:23][CH2:22]4)=[O:20])[N:17]=[C:13]3[CH:12]=[CH:11][CH:10]=2)=[CH:5][CH:4]=1.P(Br)(Br)[Br:25]>C(Cl)(Cl)Cl>[Br:25][CH2:2][C:3]1[CH:8]=[CH:7][C:6]([C:9]2[N:14]3[N:15]=[C:16]([NH:18][C:19]([CH:21]4[CH2:23][CH2:22]4)=[O:20])[N:17]=[C:13]3[CH:12]=[CH:11][CH:10]=2)=[CH:5][CH:4]=1. Procedure: To a solution of cyclopropanecarboxylic acid [5-(4-hydroxymethyl-phenyl)-[1,2,4]triazolo[1,5-a]pyridin-2-yl]-amide (1.0 eq) in chloroform is slowly added phosphorus tribromide (1.0 eq.). The reaction mixture is stirred at room temperature for 20 h, quenched with ice and water (20 mL) and extracted with dichloromethane. The organic layer is dried over anhydrous MgSO4, filtered and concentrated to dryness. The resulting white residue is triturated in dichloromethane/diethyl ether 2:1 to afford the...